Dataset: the Open Reaction Database (ORD), a public repository of structured organic reaction records. Task: describe an organic reaction: reactants, conditions, products, and yield Reactants: BrC1=C(C=CC(=C1)CCOCOC)OCC1=CC=CC=C1 (benzyl 2-bromo-4-(2-methoxymethoxyethyl)phenyl ether), [Cu]C#N (copper(I) cyanide), O (water). Solvent: CN(C=O)C (N,N-dimethylformamide). Run at temperature 120 celsius, time 2 day. The product is C(C1=CC=CC=C1)OC1=C(C#N)C=C(C=C1)CCOCOC (2-benzyloxy-5-(2-methoxymethoxyethyl)benzonitrile). Yield: 104.5%. RXN SMILES: Br[C:2]1[CH:7]=[C:6]([CH2:8][CH2:9][O:10][CH2:11][O:12][CH3:13])[CH:5]=[CH:4][C:3]=1[O:14][CH2:15][C:16]1[CH:21]=[CH:20][CH:19]=[CH:18][CH:17]=1.[Cu][C:23]#[N:24].O>CN(C)C=O>[CH2:15]([O:14][C:3]1[CH:4]=[CH:5][C:6]([CH2:8][CH2:9][O:10][CH2:11][O:12][CH3:13])=[CH:7][C:2]=1[C:23]#[N:24])[C:16]1[CH:21]=[CH:20][CH:19]=[CH:18][CH:17]=1. Procedure details: To a stirred solution of the obtained 4′-benzyloxy-3′-bromophenethyl alcohol (782 mg) in dichloromethane (8 ml) were added N,N-diisopropylethylamine (665 μl) and chloromethyl methyl ether (232 μl) under ice-cooling, and the mixture was stirred for 6 hours at room temperature. The reaction mixture was poured into water and extracted with ethyl acetate. After the extract was washed with brine, removal of the solvent under reduced pressure gave benzyl 2-bromo-4-(2-methoxymethoxyethyl)phenyl ether (... The reactants are CC(C)(C)OC(=O)NC(Cc1ccccc1)C(=O)N1CCCC1C(=O)OCc1ccccc1, Cl, C1COCCO1, O. Yields the product NC(Cc1ccccc1)C(=O)N1CCCC1C(=O)OCc1ccccc1, Cl. RXN SMILES: [CH2:1]([c:2]1[cH:3][cH:4][cH:5][cH:6][cH:7]1)[O:8][C:9]([CH:10]1[N:11]([C:15]([CH:16]([NH:17][C:18]([O:19][C:20]([CH3:21])([CH3:22])[CH3:23])=[O:24])[CH2:25][c:26]2[cH:27][cH:28][cH:29][cH:30][cH:31]2)=[O:32])[CH2:12][CH2:13][CH2:14]1)=[O:33].[ClH:34].[O:35]1[CH2:36][CH2:37][O:38][CH2:39][CH2:40]1.[OH2:41]>>[CH2:1]([c:2]1[cH:3][cH:4][cH:5][cH:6][cH:7]1)[O:8][C:9]([CH:10]1[N:11]([C:15]([CH:16]([NH2:17])[CH2:25][c:26]2[cH:27][cH:28][cH:29][cH:30][cH:31]2)=[O:32])[CH2:12][CH2:13][CH2:14]1)=[O:33].[ClH:34]. Procedure: 4-(3-tert-Butoxycarbonylaminomethylpyrrolidin-1-yl)butylamine (1.00 g) as starting compound was reacted and treated in the same manner as in Example 34 using methyl isocyanate (0.24 ml) and 4-amino-5-chloro-2-methoxybenzoic acid (0.74 g) to give 4-amino-5-chloro-2-methoxy-N-(1-(4-(3-methylureido)butyl)pyrrolidin-3-ylmethyl)benzamide. Starting materials: C(C)(C)(C)OC(=O)NCC1CN(CC1)CCCCN (4-(3-tert-Butoxycarbonylaminomethylpyrrolidin-1-yl)butylamine), CN=C=O (methyl isocyanate), NC1=CC(=C(C(=O)O)C=C1Cl)OC (4-amino-5-chloro-2-methoxybenzoic acid). RXN SMILES: C(O[C:6]([NH:8][CH2:9][CH:10]1[CH2:14][CH2:13][N:12]([CH2:15][CH2:16][CH2:17][CH2:18][NH2:19])[CH2:11]1)=[O:7])(C)(C)C.[CH3:20][N:21]=[C:22]=[O:23].[NH2:24][C:25]1[C:33]([Cl:34])=[CH:32][C:28](C(O)=O)=[C:27]([O:35][CH3:36])[CH:26]=1>>[NH2:24][C:25]1[C:33]([Cl:34])=[CH:32][C:28]([C:6]([NH:8][CH2:9][CH:10]2[CH2:14][CH2:13][N:12]([CH2:15][CH2:16][CH2:17][CH2:18][NH:19][C:22]([NH:21][CH3:20])=[O:23])[CH2:11]2)=[O:7])=[C:27]([O:35][CH3:36])[CH:26]=1. Yields the product NC1=CC(=C(C(=O)NCC2CN(CC2)CCCCNC(=O)NC)C=C1Cl)OC (4-amino-5-chloro-2-methoxy-N-(1-(4-(3-methylureido)butyl)pyrrolidin-3-ylmethyl)benzamide). The reactants are C[SiH](C)OC(OC(c1ccccc1)(c1ccccc1)c1ccccc1)C(O)CCC(C)(C)C, CCCCCC, C[SiH](C)OC(COS(C)(=O)=O)C(C)(C)C, CS(C)=O, [H-], [Na+], O. Yields the product C[SiH](C)OC(OC(c1ccccc1)(c1ccccc1)c1ccccc1)C(CCC(C)(C)C)OCC(O[SiH](C)C)C(C)(C)C. Reaction SMILES: [C:9]([CH3:10])([CH3:11])([CH3:12])[CH2:13][CH2:14][CH:15]([CH:16]([O:17][C:18]([c:19]1[cH:20][cH:21][cH:22][cH:23][cH:24]1)([c:25]1[cH:26][cH:27][cH:28][cH:29][cH:30]1)[c:31]1[cH:32][cH:33][cH:34][cH:35][cH:36]1)[O:37][SiH:38]([CH3:39])[CH3:40])[OH:41].[CH3:3][CH2:4][CH2:5][CH2:6][CH2:7][CH3:8].[CH3:42][S:43]([O:44][CH2:47][CH:48]([C:49]([CH3:50])([CH3:51])[CH3:52])[O:53][SiH:54]([CH3:55])[CH3:56])(=[O:45])=[O:46].[CH3:57][S:58]([CH3:59])=[O:60].[H-:1].[Na+:2].[OH2:61]>>[C:9]([CH3:10])([CH3:11])([CH3:12])[CH2:13][CH2:14][CH:15]([CH:16]([O:17][C:18]([c:19]1[cH:20][cH:21][cH:22][cH:23][cH:24]1)([c:25]1[cH:26][cH:27][cH:28][cH:29][cH:30]1)[c:31]1[cH:32][cH:33][cH:34][cH:35][cH:36]1)[O:37][SiH:38]([CH3:39])[CH3:40])[O:41][CH2:47][CH:48]([C:49]([CH3:50])([CH3:51])[CH3:52])[O:53][SiH:54]([CH3:55])[CH3:56].